This data is from the Open Reaction Database (ORD), a public repository of structured organic reaction records. The task is: describe an organic reaction: reactants, conditions, products, and yield The reactants are [H-], [H][H], Ic1cccs1, [Na+], CN(C)C=O, O, c1c[nH]cn1. Product: c1csc(-n2ccnc2)c1. RXN SMILES: [H-:7].[H:8][H:9].[I:10][c:11]1[s:12][cH:13][cH:14][cH:15]1.[Na+:6].[O:16]=[CH:17][N:18]([CH3:19])[CH3:20].[OH2:21].[nH:1]1[cH:2][n:3][cH:4][cH:5]1>>[n:1]1(-[c:11]2[s:12][cH:13][cH:14][cH:15]2)[cH:2][n:3][cH:4][cH:5]1.